describe an organic reaction: reactants, conditions, products, and yield From a dataset of the Open Reaction Database (ORD), a public repository of structured organic reaction records. Starting materials: [BH4-].[Na+] (sodium borohydride), NC=1SC(=NN1)C (2-Amino-5-methyl-1,3,4-thiadiazole), C(C1=CC=CC=C1)=O (benzaldehyde), [BH4-].[Na+] (sodium borohydride). The solvent is C(C)O (ethanol). Yields the product CC1=NN=C(S1)NCC1=CC=CC=C1 (N-(5-methyl-1,3,4-thiadiazol-2-yl)-benzylamine). Isolated yield 75.4%. RXN SMILES: [NH2:1][C:2]1[S:3][C:4]([CH3:7])=[N:5][N:6]=1.[CH:8](=O)[C:9]1[CH:14]=[CH:13][CH:12]=[CH:11][CH:10]=1.[BH4-].[Na+]>C(O)C>[CH3:7][C:4]1[S:3][C:2]([NH:1][CH2:8][C:9]2[CH:14]=[CH:13][CH:12]=[CH:11][CH:10]=2)=[N:6][N:5]=1 |f:2.3|. Procedure: 2-Amino-5-methyl-1,3,4-thiadiazole (23 g, 0.2 mole) and benzaldehyde (29.6 ml, 0.3 mole) were refluxed together in ethanol (200 ml) for 11/2 hours. The solution was cooled to room temperature and sodium borohydride (11.35 g, 0.3 mole) added over 5 to 10 minutes. The mixture was refluxed for 4 hours, treated with further sodium borohydride (5 g) and refluxed overnight. The ethanol was evaporated off, the residue treated with water and extracted with ether. The ether extract was dried over sodium ... The reactants are C(=O)NC=1SC(=CN1)CC(=O)NC1[C@@H]2N(C(=C(CS2)C=C)C(=O)O)C1=O (7-[2-(2-formamidothiazol-5-yl)-acetamido]-3-vinyl-3-cephem-4-carboxylic acid), Cl (hydrochloric acid). Solvent: CO (methanol), O1CCCC1 (tetrahydrofuran), C([O-])(O)=O.[Na+] (sodium bicarbonate). Conditions: temperature 30 celsius, time 4 hour. Product: NC=1SC(=CN1)CC(=O)NC1[C@@H]2N(C(=C(CS2)C=C)C(=O)O)C1=O (7-[2-(2-aminothiazol-5-yl)acetamido]-3-vinyl-3-cephem-4-carboxylic acid). The yield is 35.0%. Reaction SMILES: C([NH:3][C:4]1[S:5][C:6]([CH2:9][C:10]([NH:12][CH:13]2[C:25](=[O:26])[N:15]3[C:16]([C:22]([OH:24])=[O:23])=[C:17]([CH:20]=[CH2:21])[CH2:18][S:19][C@H:14]23)=[O:11])=[CH:7][N:8]=1)=O.Cl>CO.O1CCCC1.C(=O)(O)[O-].[Na+]>[NH2:3][C:4]1[S:5][C:6]([CH2:9][C:10]([NH:12][CH:13]2[C:25](=[O:26])[N:15]3[C:16]([C:22]([OH:24])=[O:23])=[C:17]([CH:20]=[CH2:21])[CH2:18][S:19][C@H:14]23)=[O:11])=[CH:7][N:8]=1 |f:4.5|. Procedure details: A mixture of 7-[2-(2-formamidothiazol-5-yl)-acetamido]-3-vinyl-3-cephem-4-carboxylic acid (4.67 g) and conc. hydrochloric acid (4.67 g) in methanol (93 ml) and tetrahydrofuran (46 ml) was stirred at 30° C. for 4 hours. After the organic solvent was removed by evaporation, to the residue was added water (70 ml), followed by adjusting to pH 6 to 7 with 10% aqueous solution of sodium hydroxide. After the insoluble substance was removed by filtration, the filtrate was adjusted to pH 3.0 with 10% hyd... The product is BrC=1C(=NC(=NC1)C1=C(C=CC=C1)F)C(=O)O (5-bromo-2-(2-fluorophenyl)pyrimidine-4-carboxylic acid). Reported procedure: Sodium ethoxide (21 mass % in ethanol; 8.69 mL, 23.268 mmol) was added to an ice-bath cooled mixture of 2-fluorobenzamidine (2.71 g, 15.512 mmol) in ethanol (100 mL). The resulting mixture was allowed to warm to room temperature and stirred at rt (room temperature) under nitrogen for 30 min. To the reaction mixture was added a solution of (E)-2,3-dibromo-4-oxo-but-2-enoic acid (2.00 g, 7.7561 mmol) in ethanol (20 ml). The mixture was heated at 50° C. for 3 h. After cooling to RT, the reaction wa... Reactants: [O-]CC.[Na+] (Sodium ethoxide), Br\C(\C(=O)O)=C(/C=O)\Br ((E)-2,3-dibromo-4-oxo-but-2-enoic acid), FC1=C(C(=N)N)C=CC=C1 (2-fluorobenzamidine). As a reaction SMILES: [O-]CC.[Na+].[F:5][C:6]1[CH:14]=[CH:13][CH:12]=[CH:11][C:7]=1[C:8]([NH2:10])=[NH:9].Br/[C:16](=[C:20](/[Br:23])\[CH:21]=O)/[C:17]([OH:19])=[O:18]>C(O)C>[Br:23][C:20]1[C:16]([C:17]([OH:19])=[O:18])=[N:9][C:8]([C:7]2[CH:11]=[CH:12][CH:13]=[CH:14][C:6]=2[F:5])=[N:10][CH:21]=1 |f:0.1|. Solvent: C(C)O (ethanol), C(C)O (ethanol). Reaction conditions: time 30 minute.